This data is from the Open Reaction Database (ORD), a public repository of structured organic reaction records. The task is: describe an organic reaction: reactants, conditions, products, and yield The reactants are CCOCC, CC(C)=O, [K+], O=C(Cl)Cn1c(=O)sc2ccccc21, [OH-], O, OCCS. Product: O=C(Cn1c(=O)sc2ccccc21)SCCO. RXN SMILES: [CH2:25]([O:26][CH2:27][CH3:28])[CH3:29].[CH3:7][C:8](=[O:9])[CH3:10].[K+:6].[O:11]=[c:12]1[s:13][c:14]2[c:15]([n:16]1[CH2:17][C:18](=[O:19])[Cl:20])[cH:21][cH:22][cH:23][cH:24]2.[OH-:5].[OH2:30].[OH:1][CH2:2][CH2:3][SH:4]>>[OH:1][CH2:2][CH2:3][S:4][C:18]([CH2:17][n:16]1[c:12](=[O:11])[s:13][c:14]2[c:15]1[cH:21][cH:22][cH:23][cH:24]2)=[O:19].